Dataset: the Open Reaction Database (ORD), a public repository of structured organic reaction records. Task: describe an organic reaction: reactants, conditions, products, and yield Reactants: [H-].[Na+] (sodium hydride), BrC=1C=C2C(N(C=NC2=C2C1C=CC=C2)[C@@H]2[C@H](COCC2)O[Si](C)(C)C(C)(C)C)=O (1,5-anhydro-3-(6-bromo-4-oxobenzo[h]quinazolin-3(4H)-yl)-2-O-[tert-butyl(dimethyl)silyl]-3,4-dideoxy-L-threo-pentitol), IC (Iodomethane), [H-].[Na+] (Sodium hydride). Run in CN(C)C=O (DMF). Reaction conditions: time 5 minute. Yields the product BrC=1C=C2C(N(CNC2=C2C1C=CC=C2)[C@@H]2[C@H](COCC2)O[Si](C)(C)C(C)(C)C)=O (1,5-anhydro-3-(6-bromo-4-oxo-1,4-dihydrobenzo[h]quinazolin-3(2H)-yl)-2-O-[tert-butyl(dimethyl)silyl]-3,4-dideoxy-L-threo-pentitol). RXN SMILES: [Br:1][C:2]1[CH:3]=[C:4]2[C:9](=[C:10]3[CH:15]=[CH:14][CH:13]=[CH:12][C:11]=13)[N:8]=[CH:7][N:6]([C@H:16]1[CH2:21][CH2:20][O:19][CH2:18][C@@H:17]1[O:22][Si:23]([C:26]([CH3:29])([CH3:28])[CH3:27])([CH3:25])[CH3:24])[C:5]2=[O:30].[H-].[Na+].IC>CN(C=O)C>[Br:1][C:2]1[CH:3]=[C:4]2[C:9](=[C:10]3[CH:15]=[CH:14][CH:13]=[CH:12][C:11]=13)[NH:8][CH2:7][N:6]([C@H:16]1[CH2:21][CH2:20][O:19][CH2:18][C@@H:17]1[O:22][Si:23]([C:26]([CH3:28])([CH3:27])[CH3:29])([CH3:24])[CH3:25])[C:5]2=[O:30] |f:1.2|. Reported procedure: A solution of crude 1,5-anhydro-3-(6-bromo-4-oxobenzo[h]quinazolin-3(4H)-yl)-2-O-[tert-butyl(dimethyl)silyl]-3,4-dideoxy-L-threo-pentitol (1.01 g, 2.06 mmol) in DMF (17 mL) was cooled at 0° C. Sodium hydride (95%, 62 mg, 2.58 mmol) was added and the resulting yellow mix was stirred for 5 minutes. Iodomethane (0.27 mL, 4.32 mmol) was added and the reaction was stored in the freezer overnight. LCMS showed the reaction was incomplete. It was put back in an ice bath and additional sodium hydride (50... Reactants: CCN=C=NCCCN(C)C, CN(C)C=O, O=Cc1ccc(C(=O)O)cc1, Cl, CN(C)S(=O)(=O)n1ccnc1CNCc1nccn1S(=O)(=O)N(C)C. Yields the product CN(C)S(=O)(=O)n1ccnc1CN(Cc1nccn1S(=O)(=O)N(C)C)C(=O)c1ccc(C=O)cc1. Reaction SMILES: [CH2:13]([N:14]=[C:15]=[N:16][CH2:17][CH2:18][CH2:19][N:20]([CH3:21])[CH3:22])[CH3:23].[CH3:49][N:50]([CH3:51])[CH:52]=[O:53].[CH:1](=[O:2])[c:3]1[cH:4][cH:5][c:6]([C:7](=[O:8])[OH:9])[cH:10][cH:11]1.[ClH:12].[NH:24]([CH2:25][c:26]1[n:27]([S:31](=[O:32])(=[O:33])[N:34]([CH3:35])[CH3:36])[cH:28][cH:29][n:30]1)[CH2:37][c:38]1[n:39]([S:43](=[O:44])(=[O:45])[N:46]([CH3:47])[CH3:48])[cH:40][cH:41][n:42]1>>[CH:1](=[O:2])[c:3]1[cH:4][cH:5][c:6]([C:7](=[O:9])[N:24]([CH2:25][c:26]2[n:27]([S:31](=[O:32])(=[O:33])[N:34]([CH3:35])[CH3:36])[cH:28][cH:29][n:30]2)[CH2:37][c:38]2[n:39]([S:43](=[O:44])(=[O:45])[N:46]([CH3:47])[CH3:48])[cH:40][cH:41][n:42]2)[cH:10][cH:11]1. The solvent is CN(C=O)C (dimethylformamide). Starting materials: C(C)N(C(C)C)C(C)C (N-ethyldiisopropylamine), BrCCC (1-bromopropane), NCC1=NC(=NO1)C=1N=CN2C1[C@H]1N(C(C3=C2C=CS3)=O)CCC1 ((S)-1-(5-aminomethyl-1,2,4-oxadiazol-3-yl)-10,11,12,12a-tetrahydro-8H-imidazo[5,1-c]pyrrolo[1,2-a]thieno[3,2-e][1,4]diazepin-8-one). As a reaction SMILES: C(N(C(C)C)[CH:4]([CH3:6])[CH3:5])C.Br[CH2:11][CH2:12][CH3:13].[NH2:14][CH2:15][C:16]1[O:20][N:19]=[C:18]([C:21]2[N:22]=[CH:23][N:24]3[C:30]4[CH:31]=[CH:32][S:33][C:29]=4[C:28](=[O:34])[N:27]4[CH2:35][CH2:36][CH2:37][C@H:26]4[C:25]=23)[N:17]=1>CN(C)C=O>[CH2:11]([N:14]([CH2:15][C:16]1[O:20][N:19]=[C:18]([C:21]2[N:22]=[CH:23][N:24]3[C:30]4[CH:31]=[CH:32][S:33][C:29]=4[C:28](=[O:34])[N:27]4[CH2:35][CH2:36][CH2:37][C@H:26]4[C:25]=23)[N:17]=1)[CH2:5][CH2:4][CH3:6])[CH2:12][CH3:13]. Conditions: time 12 hour. The yield is 38.0%. Procedure: 1.74 ml (10 mmol) of N-ethyldiisopropylamine and 0.55 ml (6 mmol) of 1-bromopropane were added to a solution of 340 mg (1 mmol) of (S)-1-(5-aminomethyl-1,2,4-oxadiazol-3-yl)-10,11,12,12a-tetrahydro-8H-imidazo[5,1-c]pyrrolo[1,2-a]thieno[3,2-e][1,4]diazepin-8-one in 10 ml of dimethylformamide and the mixture was stirred at 70° for 12 hours. The reaction solution was subsequently evaporated and the residue was partitioned between methylene chloride and 2N sodium carbonate solution. The aqueous phas... The product is C(CC)N(CCC)CC1=NC(=NO1)C=1N=CN2C1[C@H]1N(C(C3=C2C=CS3)=O)CCC1 ((S)-1-(5-dipropylaminomethyl-1,2,4-oxadiazol-3-yl)-10,11,12,12a-tetrahydro-8H-imidazo[5,1-c]pyrrolo[1,2-a]thieno[3,2-e][1,4]diazepin-8-one). The reactants are ClC=1C2=C(N=CN1)N(C=C2C(=O)OCC)COCC[Si](C)(C)C (ethyl 4-chloro-7-((2-(trimethylsilyl)ethoxy)methyl)-7H-pyrrolo[2,3-d]pyrimidine-5-carboxylate), O.NC=1C=C(C=CC1)B(O)O (3-aminophenylboronic acid monohydrate), C([O-])([O-])=O.[Na+].[Na+] (sodium carbonate). Reagents/catalysts: C=1C=CC(=CC1)[P](C=2C=CC=CC2)(C=3C=CC=CC3)[Pd]([P](C=4C=CC=CC4)(C=5C=CC=CC5)C=6C=CC=CC6)([P](C=7C=CC=CC7)(C=8C=CC=CC8)C=9C=CC=CC9)[P](C=1C=CC=CC1)(C=1C=CC=CC1)C=1C=CC=CC1 (tetrakis(triphenylphosphine)palladium(0)). The solvent is O1CCOCC1 (dioxane), O (water). Run at temperature 95 celsius. Yields the product NC=1C=C(C=CC1)C=1C2=C(N=CN1)N(C=C2C(=O)OCC)COCC[Si](C)(C)C (ethyl 4-(3-aminophenyl)-7-((2-(trimethylsilyl)ethoxy)methyl)-7H-pyrrolo[2,3-d]pyrimidine-5-carboxylate). RXN SMILES: Cl[C:2]1[C:3]2[C:10]([C:11]([O:13][CH2:14][CH3:15])=[O:12])=[CH:9][N:8]([CH2:16][O:17][CH2:18][CH2:19][Si:20]([CH3:23])([CH3:22])[CH3:21])[C:4]=2[N:5]=[CH:6][N:7]=1.O.[NH2:25][C:26]1[CH:27]=[C:28](B(O)O)[CH:29]=[CH:30][CH:31]=1.C(=O)([O-])[O-].[Na+].[Na+]>O1CCOCC1.O.C1C=CC([P]([Pd]([P](C2C=CC=CC=2)(C2C=CC=CC=2)C2C=CC=CC=2)([P](C2C=CC=CC=2)(C2C=CC=CC=2)C2C=CC=CC=2)[P](C2C=CC=CC=2)(C2C=CC=CC=2)C2C=CC=CC=2)(C2C=CC=CC=2)C2C=CC=CC=2)=CC=1>[NH2:25][C:26]1[CH:31]=[C:30]([C:2]2[C:3]3[C:10]([C:11]([O:13][CH2:14][CH3:15])=[O:12])=[CH:9][N:8]([CH2:16][O:17][CH2:18][CH2:19][Si:20]([CH3:23])([CH3:22])[CH3:21])[C:4]=3[N:5]=[CH:6][N:7]=2)[CH:29]=[CH:28][CH:27]=1 |f:1.2,3.4.5,^1:51,53,72,91|. Procedure details: A mixture of ethyl 4-chloro-7-((2-(trimethylsilyl)ethoxy)methyl)-7H-pyrrolo[2,3-d]pyrimidine-5-carboxylate (1.00 g, 2.81 mmol), 3-aminophenylboronic acid monohydrate (577 mg, 4.21 mmol), 2 M aqueous sodium carbonate (893 mg, 8.43 mmol), and tetrakis(triphenylphosphine)palladium(0) (649 mg, 0.562 mmol) in dioxane (10 mL) and water (2 mL) was purged with argon. The reaction vessel was sealed in a microwave vial and the reaction mixture heated at 95° C. for 2 hours. The resulting mixture was filter... The reactants are CN1CCNCC1, N#Cc1cc(F)cc(Cl)c1, [K+], [K+], O=C([O-])[O-], CN(C)C=O. The product is CN1CCN(c2cc(Cl)cc(C#N)c2)CC1. As a reaction SMILES: [CH3:11][N:12]1[CH2:13][CH2:14][NH:15][CH2:16][CH2:17]1.[Cl:1][c:2]1[cH:3][c:4]([C:5]#[N:6])[cH:7][c:8]([F:10])[cH:9]1.[K+:18].[K+:19].[O-:20][C:21]([O-:22])=[O:23].[O:24]=[CH:25][N:26]([CH3:27])[CH3:28]>>[Cl:1][c:2]1[cH:3][c:4]([C:5]#[N:6])[cH:7][c:8]([N:15]2[CH2:14][CH2:13][N:12]([CH3:11])[CH2:17][CH2:16]2)[cH:9]1. Starting materials: COC(C(CCO)N1CCN(CCC1=O)C(\C=C\C1=CC(=C(C=C1)Cl)Cl)=O)=O ((rac)-2-{4-[(E)-3-(3,4-dichloro-phenyl)-acryloyl]-7-oxo-[1,4]diazepan-1-yl}-4-hydroxy-butyric acid methyl ester), ClC=1C=C(C=CC1Cl)/C=C/C(=O)N1CCN(C(CC1)=O)C1C(OCC1)=O (1-[(E)-3-(3,4-dichloro-phenyl)-acryloyl]-4-(2-oxo-tetrahydro-furan-3-yl)-[1,4]diazepan-5-one), ClC=1C=C(C=CC1Cl)/C=C/C(=O)N1CCN(C(CC1)=O)C1C(OCC1)=O (1-[(E)-3-(3,4-dichloro-phenyl)-acryloyl]-4-(2-oxo-tetrahydro-furan-3-yl)-[1,4]diazepan-5-one), intermediate 6, N1CCCC1 (pyrrolidine). Procedure details: In analogy to the procedure described in example 3, treatment of (rac)-2-{4-[(E)-3-(3,4-dichloro-phenyl)-acryloyl]-7-oxo-[1,4]diazepan-1-yl}-4-hydroxy-butyric acid methyl ester (with 50% of the lactone, 1-[(E)-3-(3,4-dichloro-phenyl)-acryloyl]-4-(2-oxo-tetrahydro-furan-3-yl)-[1,4]diazepan-5-one) (intermediate 6) in EtOH with pyrrolidine over night at RT gave 88% of the titled compound as white foam. MS: 468.1 (MH+, 2Cl). Yield: 88.0%. The product is ClC=1C=C(C=CC1Cl)/C=C/C(=O)N1CCN(C(CC1)=O)C(CCO)C(=O)N1CCCC1 (rac-(1-[(E)-3-(3,4-Dichloro-phenyl)-acryloyl]-4-[3-hydroxy-1-(pyrrolidine-1-carbonyl)-propyl]-[1,4]diazepan-5-one)). Run in CCO (EtOH). Reaction SMILES: COC(=O)C(N1C(=O)CC[N:11]([C:16](=O)/[CH:17]=[CH:18]/[C:19]2C=CC(Cl)=C(Cl)C=2)CC1)CCO.[Cl:29][C:30]1[CH:31]=[C:32](/[CH:37]=[CH:38]/[C:39]([N:41]2[CH2:47][CH2:46][C:45](=[O:48])[N:44]([CH:49]3[CH2:53][CH2:52][O:51][C:50]3=[O:54])[CH2:43][CH2:42]2)=[O:40])[CH:33]=[CH:34][C:35]=1[Cl:36].N1CCCC1>CCO>[Cl:29][C:30]1[CH:31]=[C:32](/[CH:37]=[CH:38]/[C:39]([N:41]2[CH2:47][CH2:46][C:45](=[O:48])[N:44]([CH:49]([C:50]([N:11]3[CH2:16][CH2:17][CH2:18][CH2:19]3)=[O:54])[CH2:53][CH2:52][OH:51])[CH2:43][CH2:42]2)=[O:40])[CH:33]=[CH:34][C:35]=1[Cl:36]. The reactants are O=C(C=1C=CC=CC1)N(CC)CC. The reagents and catalysts are O1B(OC(C)(C)C1(C)C)B2OC(C)(C)C(O2)(C)C, O=C1C=CC=2C=CC=C(C3=CN=C(C=C3)C=4N=CC=CC4)C2N1, [K].OC(C)(C)C, C[OH2+].C[OH2+].C1CC=CCCC=C1.C1CC=CCCC=C1.[Ir].[Ir]. The solvent is O1CCCC1. Reaction conditions: temperature 80 celsius, time 12 hour. The product is O=C(C=1C=CC=C(C1)B2OC(C)(C)C(O2)(C)C)N(CC)CC. Isolated yield 77.0%. Procedure details: In an argon filled glove box, a 5.0 mL wheaton microreactor was charged with [Ir(cod)(OMe)]2 (1.98 mg, 1.5 mol%), L1 ligand (2.1 mg, 3.5 mol%), B2pin2 (50.8 mg, 1.0 equiv.), KOtBu (1.0 mg, 4.5 mol%), and dry THF (1.0 mL). The reaction mixture was stirred for 2 minutes at room temperature. To this mixture, N,N-diethylbenzamide (35.5 mg, 0.2 mmol) was added. The microreactor was capped with a teflon pressure cap and placed into pre-heated aluminum block at 80 oC. The reaction mixture was stirred f...